From a dataset of the Open Reaction Database (ORD), a public repository of structured organic reaction records. describe an organic reaction: reactants, conditions, products, and yield Starting materials: NC1=C(C=CC(=C1)C)O (2-amino-4-methyl-phenol), [Cl-].CN(C)C=NC=[N+](C)C ((dimethylaminomethylene-aminomethylene)dimethylammonium chloride). Solvent: O1CCOCC1 (1,4-dioxane). Product: CC=1C=CC2=C(N=CO2)C1 (5-Methyl-benzoxazole). The yield is 64.7%. Reaction SMILES: [NH2:1][C:2]1[CH:7]=[C:6]([CH3:8])[CH:5]=[CH:4][C:3]=1[OH:9].[Cl-].[CH3:11]N(C=NC=[N+](C)C)C>O1CCOCC1>[CH3:8][C:6]1[CH:5]=[CH:4][C:3]2[O:9][CH:11]=[N:1][C:2]=2[CH:7]=1 |f:1.2|. Procedure: Combine 2-amino-4-methyl-phenol (1.0 g, 8.12 mmol), [(dimethylaminomethylene-aminomethylene)dimethylammonium chloride (Gold's reagent) (1.6 g, 9.91 mmol), anhydrous 1,4-dioxane (25 mL) and reflux for 17 h. Cool the reaction mixture to ambient temperature, evaporate the solvent and purify by chromatography on silica gel eluting with hexane/EtOAc (9:1) to obtain the desired intermediate as a yellow oil (0.7 g, 65%). The reactants are N1CCOCC1 (morpholine), ClC1=NC=C(C(=N1)Cl)OC (2,4-Dichloro-5-methoxy-pyrimidin), [NH4+].[Cl-] (NH4Cl). Solvent: C1(=CC=CC=C1)C (toluene), C1(=CC=CC=C1)C (toluene). Conditions: time 8 hour. The product is ClC1=NC=C(C(=N1)N1CCOCC1)OC (4-(2-Chloro-5-methoxy-pyrimidin-4-yl)-morpholine). The yield is 93.1%. Reaction SMILES: [Cl:1][C:2]1[N:7]=[C:6](Cl)[C:5]([O:9][CH3:10])=[CH:4][N:3]=1.[NH:11]1[CH2:16][CH2:15][O:14][CH2:13][CH2:12]1.[NH4+].[Cl-]>C1(C)C=CC=CC=1>[Cl:1][C:2]1[N:7]=[C:6]([N:11]2[CH2:16][CH2:15][O:14][CH2:13][CH2:12]2)[C:5]([O:9][CH3:10])=[CH:4][N:3]=1 |f:2.3|. Procedure: 2,4-Dichloro-5-methoxy-pyrimidin (3.2 g, 1.0 eq) was stirred in toluene (20 ml) and a solution of morpholine (2.34 ml, 1.5 eq) in toluene (20 ml) was added dropwise at −10˜0° C. After stirring the resulting solution overnight at r.t., NH4Cl (aq) was added and the solution was extracted with EA. The combined organic layers were washed with brine, dried and evaporated in vacuo. A product was obtained as a white solid (3.80 g, 93.08%)